From a dataset of the Open Reaction Database (ORD), a public repository of structured organic reaction records. describe an organic reaction: reactants, conditions, products, and yield Reactants: COC=1C=C(C=C2CCC(C12)NC1=NC2=CC=C(C=C2C=C1)N)C (rac-N2-(7-methoxy-5-methyl-indan-1-yl)-quinoline-2,6-diamine), C(C)(C)N=C=O (isopropyl isocyanate). Yields the product C(C)(C)NC(=O)NC=1C=C2C=CC(=NC2=CC1)NC1CCC2=CC(=CC(=C12)OC)C (rac-1-Isopropyl-3-[2-(7-methoxy-5-methyl-indan-1-ylamino)-quinolin-6-yl]-urea). RXN SMILES: [CH3:1][O:2][C:3]1[CH:4]=[C:5]([CH3:24])[CH:6]=[C:7]2[C:11]=1[CH:10]([NH:12][C:13]1[CH:22]=[CH:21][C:20]3[C:15](=[CH:16][CH:17]=[C:18]([NH2:23])[CH:19]=3)[N:14]=1)[CH2:9][CH2:8]2.[CH:25]([N:28]=[C:29]=[O:30])([CH3:27])[CH3:26]>>[CH:25]([NH:28][C:29]([NH:23][C:18]1[CH:19]=[C:20]2[C:15](=[CH:16][CH:17]=1)[N:14]=[C:13]([NH:12][CH:10]1[C:11]3[C:7](=[CH:6][C:5]([CH3:24])=[CH:4][C:3]=3[O:2][CH3:1])[CH2:8][CH2:9]1)[CH:22]=[CH:21]2)=[O:30])([CH3:27])[CH3:26]. Reported procedure: The title compound was prepared in accordance with the general method described in example 3 from rac-N2-(7-methoxy-5-methyl-indan-1-yl)-quinoline-2,6-diamine and isopropyl isocyanate; MS: m/e=405.6 (M+H+). Reactants: CC(=O)O, CCOCC, N#CC1(c2ccc(I)cn2)CCC1, O, O=S(=O)(O)O. Product: O=C(O)C1(c2ccc(I)cn2)CCC1. RXN SMILES: [C:15]([OH:16])(=[O:17])[CH3:18].[CH3:24][CH2:25][O:26][CH2:27][CH3:28].[I:1][c:2]1[cH:3][cH:4][c:5]([C:8]2([C:12]#[N:13])[CH2:9][CH2:10][CH2:11]2)[n:6][cH:7]1.[OH2:14].[S:19](=[O:20])(=[O:21])([OH:22])[OH:23]>>[I:1][c:2]1[cH:3][cH:4][c:5]([C:8]2([C:12](=[O:14])[OH:17])[CH2:9][CH2:10][CH2:11]2)[n:6][cH:7]1. Reactants: NC1=CC2=C(OC3=C(S(C2)(=O)=O)C=C(C=C3C)C(=O)O)C(=C1)Cl (2-Amino-4-chloro-6-methyl-10,10-dioxo-10,11-dihydro-5-oxa-10lambda*6*-thia-dibenzo[a,d]cycloheptene-8-carboxylic acid), C(C(C)C)=O (isobutyraldehyde), FC(C(=O)O)(F)F (trifluoro acetic acid), C(#N)[BH3-].[Na+] (sodium cyanoborohydride), C(=O)(O)[O-].[Na+] (NaHCO3). Run in CO (MeOH), O (water). Reaction conditions: time 8 hour. Yields the product ClC1=CC(=CC2=C1OC1=C(S(C2)(=O)=O)C=C(C=C1C)C(=O)O)NCC(C)C (4-Chloro-2-isobutylamino-6-methyl-10,10-dioxo-10,11-dihydro-5-oxa-10lambda*6*-thia-dibenzo[a,d]cycloheptene-8-carboxylic acid). Isolated yield 64.7%. RXN SMILES: [NH2:1][C:2]1[CH:22]=[C:21]([Cl:23])[C:5]2[O:6][C:7]3[C:16]([CH3:17])=[CH:15][C:14]([C:18]([OH:20])=[O:19])=[CH:13][C:8]=3[S:9](=[O:12])(=[O:11])[CH2:10][C:4]=2[CH:3]=1.[CH:24](=O)[CH:25]([CH3:27])[CH3:26].FC(F)(F)C(O)=O.C([BH3-])#N.[Na+].C([O-])(O)=O.[Na+]>O.CO>[Cl:23][C:21]1[C:5]2[O:6][C:7]3[C:16]([CH3:17])=[CH:15][C:14]([C:18]([OH:20])=[O:19])=[CH:13][C:8]=3[S:9](=[O:11])(=[O:12])[CH2:10][C:4]=2[CH:3]=[C:2]([NH:1][CH2:24][CH:25]([CH3:27])[CH3:26])[CH:22]=1 |f:3.4,5.6|. Procedure: To a mixture of the methyl ester of Example 35j (0.1 g, 0.27 mmol), isobutyraldehyde (0.098 g, 1.35 mmol)), trifluoro acetic acid (0.27 mmol) and sodium cyanoborohydride (0.67 mmol) was added MeOH (15 mL) at 0-5° C. The reaction mixture was stirred overnight at room temperature, treated with chilled water, neutralized with 10% aqueous NaHCO3, extracted with EtOAc, concentrated and subjected to hydrolysis as described in Example 1i to obtain the title compound (Tet. Lett. 38, 5831-5834, (1997)). ... Starting materials: BrBr (Bromine), CN1N=CC(=C1C1=CC=C(C=C1)C)C(C)=O (1-[1-methyl-5-(4-methylphenyl)-1H-pyrazol-4-yl]ethanone). The solvent is C(C)(=O)O (acetic acid). Run at temperature 80 celsius, time 2 hour. The product is BrCC(=O)C=1C=NN(C1C1=CC=C(C=C1)C)C (2-bromo-1-[1-methyl-5-(4-methylphenyl)-1H-pyrazol-4-yl]ethanone). RXN SMILES: [Br:1]Br.[CH3:3][N:4]1[C:8]([C:9]2[CH:14]=[CH:13][C:12]([CH3:15])=[CH:11][CH:10]=2)=[C:7]([C:16](=[O:18])[CH3:17])[CH:6]=[N:5]1>C(O)(=O)C>[Br:1][CH2:17][C:16]([C:7]1[CH:6]=[N:5][N:4]([CH3:3])[C:8]=1[C:9]1[CH:14]=[CH:13][C:12]([CH3:15])=[CH:11][CH:10]=1)=[O:18]. Reported procedure: Bromine (97%, 0.104 mL, 1.97 mmol) was added to a solution of 1-[1-methyl-5-(4-methylphenyl)-1H-pyrazol-4-yl]ethanone (420 mg, 1.96 mmol) in glacial acetic acid (10 mL), and the reaction mixture was vigorously stirred for 2 hours at 80° C. After removal of solvent under reduced pressure, the residue was diluted with ethyl acetate, washed with saturated aqueous sodium bicarbonate solution, washed with saturated sodium chloride solution and dried over sodium sulfate. Filtration and concentration o... Reactants: B(Br)(Br)Br (Boron tribromide), ClC1=C(C(=CC(=C1)OC)OC)C(CC1=CC=C(C=C1)OC)=O (1-(2-chloro-4,6-dimethoxyphenyl)-2-(4-methoxyphenyl)ethanone), B(Br)(Br)Br (boron tribromide). Solvent: ClCCCl (1,2-dichloroethane). Conditions: temperature 70 celsius, time 90 hour. Yields the product ClC1=C(C(=CC(=C1)O)O)C(CC1=CC=C(C=C1)O)=O (1-(2-chloro-4,6-dihydroxyphenyl)-2-(4-hydroxyphenyl)ethanone). The yield is 74.4%. Reaction SMILES: B(Br)(Br)Br.[Cl:5][C:6]1[CH:11]=[C:10]([O:12]C)[CH:9]=[C:8]([O:14]C)[C:7]=1[C:16](=[O:26])[CH2:17][C:18]1[CH:23]=[CH:22][C:21]([O:24]C)=[CH:20][CH:19]=1>ClCCCl>[Cl:5][C:6]1[CH:11]=[C:10]([OH:12])[CH:9]=[C:8]([OH:14])[C:7]=1[C:16](=[O:26])[CH2:17][C:18]1[CH:23]=[CH:22][C:21]([OH:24])=[CH:20][CH:19]=1. Reported procedure: Boron tribromide (1.0 M soultion in dichloromethane, 5 mL) was added drop-wise to a solution of 1-(2-chloro-4,6-dimethoxyphenyl)-2-(4-methoxyphenyl)ethanone (1.34 g) in 1,2-dichloroethane (25 mL). The solution was heated to 70° C. for 24 h, cooled to room temperature and stirred for 90 h. Additional boron tribromide (1.0 M solution in dichloromethane, 5 mL) was added drop-wise, heating to 70° C. for 12 h. The solution was cooled to −45° C., quenched with methanol (45 mL) and concentrated in vacu... The reactants are O=C([O-])[O-], ClCCl, OCc1ccc(NCc2ccc(C(F)(F)F)nc2)nc1F, [K+], [K+], [Na+], [Na+], O=S([O-])([O-])=S. Product: O=Cc1ccc(NCc2ccc(C(F)(F)F)nc2)nc1F. As a reaction SMILES: [C:29](=[O:30])([O-:31])[O-:32].[Cl:35][CH2:36][Cl:37].[F:1][c:2]1[n:3][c:4]([NH:10][CH2:11][c:12]2[cH:13][n:14][c:15]([C:18]([F:19])([F:20])[F:21])[cH:16][cH:17]2)[cH:5][cH:6][c:7]1[CH2:8][OH:9].[K+:33].[K+:34].[Na+:27].[Na+:28].[S:22]([O-:23])([O-:24])(=[O:25])=[S:26]>>[F:1][c:2]1[n:3][c:4]([NH:10][CH2:11][c:12]2[cH:13][n:14][c:15]([C:18]([F:19])([F:20])[F:21])[cH:16][cH:17]2)[cH:5][cH:6][c:7]1[CH:8]=[O:9]. Starting materials: NC1=NC(=NC(=C1NC=O)NC1CCCCC1)SC (4-amino-6-(cyclohexylamino)-5-(formylamino)-2-(methylthio)pyrimidine), yellow material, C(=O)[O-] (formate), [OH-].[Na+] (sodium hydroxide). Solvent: C(C)O (ethanol). The product is NC1=C2N=CN(C2=NC(=N1)SC)C1CCCCC1 (6-amino-9-cyclohexyl-2-(methylthio)purine). RXN SMILES: [NH2:1][C:2]1[C:7]([NH:8][CH:9]=O)=[C:6]([NH:11][CH:12]2[CH2:17][CH2:16][CH2:15][CH2:14][CH2:13]2)[N:5]=[C:4]([S:18][CH3:19])[N:3]=1.C([O-])=O.[OH-].[Na+]>C(O)C>[NH2:1][C:2]1[N:3]=[C:4]([S:18][CH3:19])[N:5]=[C:6]2[C:7]=1[N:8]=[CH:9][N:11]2[CH:12]1[CH2:17][CH2:16][CH2:15][CH2:14][CH2:13]1 |f:2.3|. Procedure details: A solution of 4-amino-6-(cyclohexylamino)-5-(formylamino)-2-(methylthio)pyrimidine (25.0 g., 0.088 mole) or a mole equivalent of the formate salt thereof in 125 ml. ethanol and 500 ml. 1 N sodium hydroxide is refluxed for a 4 hr. period, cooled in an ice-bath, and then filtered affording 14.1 g. (61%) of yellow material. Crystallization from ethanol gives 6-amino-9-cyclohexyl-2-(methylthio)purine as off-white crystals, m.p. 222°-224°.